Dataset: the Open Reaction Database (ORD), a public repository of structured organic reaction records. Task: describe an organic reaction: reactants, conditions, products, and yield Starting materials: ClC=1C=C(C=CC1)C1=NOC(=N1)[C@H](C)N1C(C2=CC=CC=C2C1=O)=O ((S)-2-(1-(3-(3-chlorophenyl)-1,2,4-oxadiazol-5-yl)ethyl)isoindoline-1,3-dione), CNN (methylhydrazine). Run in C(C)O (ethanol). Conditions: temperature 80 celsius, time 13 hour. Yields the product ClC=1C=C(C=CC1)C1=NOC(=N1)[C@H](C)N ((S)-1-(3-(3-chlorophenyl)-1,2,4-oxadiazol-5-yl)ethanamine). Yield: 79.0%. Reaction SMILES: [Cl:1][C:2]1[CH:3]=[C:4]([C:8]2[N:12]=[C:11]([C@@H:13]([N:15]3C(=O)C4C(=CC=CC=4)C3=O)[CH3:14])[O:10][N:9]=2)[CH:5]=[CH:6][CH:7]=1.CNN>C(O)C>[Cl:1][C:2]1[CH:3]=[C:4]([C:8]2[N:12]=[C:11]([C@@H:13]([NH2:15])[CH3:14])[O:10][N:9]=2)[CH:5]=[CH:6][CH:7]=1. Reported procedure: To a stirred solution of (S)-2-(1-(3-(3-chlorophenyl)-1,2,4-oxadiazol-5-yl)ethyl)isoindoline-1,3-dione (100 mg, 0.283 mmol) in ethanol (5 ml) was added methylhydrazine (16 μL, 0.311 mmol). Stir for 13 hours at 80° C. Concentrate in vacuo. Flash column chromatography (silica, 40 g) eluting with dichloromethane afforded 50 mg of desired product. HRMS m/z 224.4 (M+H) Reactants: C(C)SC1=NC=2C(=NC=CC2C)N1 (2-ethylthio-7-methyl-3H-imidazo[4,5-b]pyridine), [H-].[Na+] (sodium hydride), CN(C=O)C (dimethylformamide), C(C)N1C(CC=C1C)(C#N)C1=CC=C(C=C1)COS(=O)(=O)C (1-ethyl-2-(4-methanesulfonyloxymethyl phenyl)-5-methylpyrrole-2-carbonitrile), CN(C=O)C (dimethylformamide), O (Water). Yields the product C(#N)C1=C(N(C(=C1)C)CC)C1=CC=C(CN2C(=NC=3C2=NC=CC3C)SCC)C=C1 (3-[4-(3-cyano-1-ethyl-5-methyl-2-pyrrolyl)benzyl]-2-ethylthio-7-methyl-3H-imidazo[4,5-b]pyridine). As a reaction SMILES: [CH2:1]([S:3][C:4]1[NH:13][C:7]2=[N:8][CH:9]=[CH:10][C:11]([CH3:12])=[C:6]2[N:5]=1)[CH3:2].[H-].[Na+].[CH2:16]([N:18]1[C:22]([CH3:23])=[CH:21][CH2:20][C:19]1([C:26]1[CH:31]=[CH:30][C:29]([CH2:32]OS(C)(=O)=O)=[CH:28][CH:27]=1)C#N)[CH3:17].O.[CH3:39][N:40](C)C=O>>[C:39]([C:20]1[CH:21]=[C:22]([CH3:23])[N:18]([CH2:16][CH3:17])[C:19]=1[C:26]1[CH:27]=[CH:28][C:29]([CH2:32][N:13]2[C:7]3=[N:8][CH:9]=[CH:10][C:11]([CH3:12])=[C:6]3[N:5]=[C:4]2[S:3][CH2:1][CH3:2])=[CH:30][CH:31]=1)#[N:40] |f:1.2|. Reported procedure: To a solution of 2-ethylthio-7-methyl-3H-imidazo[4,5-b]pyridine (3.00 g) in dimethylformamide (30 ml) was added sodium hydride (627 mg) portionwise at room temperature under nitrogen atmosphere. The mixture was stirred at room temperature for an hour. To the mixture was added a solution of 1-ethyl-2-(4-methanesulfonyloxymethyl phenyl)-5-methylpyrrole-2-carbonitrile (4.94 g) in dimethylformamide (50 ml). The reaction mixture was stirred at room temperature for 3 hours. Water was added therein, an... The reactants are CC(C)(C)OC(=O)NCCc1ccc(O)cc1, C1CCOC1, CNCCO, CC(C)OC(=O)N=NC(=O)OC(C)C, c1ccc(P(c2ccccc2)c2ccccc2)cc1. The product is CNCCOc1ccc(CCNC(=O)OC(C)(C)C)cc1. As a reaction SMILES: [C:1](=[O:2])([O:3][C:4]([CH3:5])([CH3:6])[CH3:7])[NH:8][CH2:9][CH2:10][c:11]1[cH:12][cH:13][c:14]([OH:17])[cH:15][cH:16]1.[CH2:56]1[O:57][CH2:58][CH2:59][CH2:60]1.[CH3:37][NH:38][CH2:39][CH2:40][OH:41].[O:42]=[C:43]([O:44][CH:45]([CH3:46])[CH3:47])[N:48]=[N:49][C:50]([O:51][CH:52]([CH3:53])[CH3:54])=[O:55].[c:18]1([P:19]([c:20]2[cH:21][cH:22][cH:23][cH:24][cH:25]2)[c:26]2[cH:27][cH:28][cH:29][cH:30][cH:31]2)[cH:32][cH:33][cH:34][cH:35][cH:36]1>>[C:1](=[O:2])([O:3][C:4]([CH3:5])([CH3:6])[CH3:7])[NH:8][CH2:9][CH2:10][c:11]1[cH:12][cH:13][c:14]([O:17][CH2:40][CH2:39][NH:38][CH3:37])[cH:15][cH:16]1. Starting materials: C, CCO, O=[N+]([O-])c1ccc(C(O)c2ccccn2)c(OCC(F)(F)F)c1, [Pd]. Yields the product Nc1ccc(C(O)c2ccccn2)c(OCC(F)(F)F)c1. Reaction SMILES: [C:27].[CH3:24][CH2:25][OH:26].[N+:1]([O-:2])(=[O:3])[c:4]1[cH:5][c:6]([O:18][CH2:19][C:20]([F:21])([F:22])[F:23])[c:7]([CH:10]([OH:11])[c:12]2[n:13][cH:14][cH:15][cH:16][cH:17]2)[cH:8][cH:9]1.[Pd:28]>>[NH2:1][c:4]1[cH:5][c:6]([O:18][CH2:19][C:20]([F:21])([F:22])[F:23])[c:7]([CH:10]([OH:11])[c:12]2[n:13][cH:14][cH:15][cH:16][cH:17]2)[cH:8][cH:9]1. Reactants: C(C)(=O)[O-].[Na+] (sodium acetate), [Na] (sodium), C(C)(=O)OCCOCN1C=2N=C(NC(C2N=C1)=O)N (9-(2-acetoxyethoxy methyl) guanine). Product: OCCOCN1C=2N=C(NC(C2N=C1)=O)N (9-(2-hydroxyethoxy methyl) guanine). RXN SMILES: C([O-])(=O)C.[Na+].[Na].C([O:10][CH2:11][CH2:12][O:13][CH2:14][N:15]1[CH:23]=[N:22][C:21]2[C:20](=[O:24])[NH:19][C:18]([NH2:25])=[N:17][C:16]1=2)(=O)C>>[OH:10][CH2:11][CH2:12][O:13][CH2:14][N:15]1[CH:23]=[N:22][C:21]2[C:20](=[O:24])[NH:19][C:18]([NH2:25])=[N:17][C:16]1=2 |f:0.1,^1:5|. Procedure: A process for the synthesis of 9-(2-hydroxyethoxy methyl) guanine, comprising reacting guanine, or a salt thereof with between 2 and 4 moles of hexamethyldisilazane, in the presence of an aprotic solvent and of a catalytic amount of ammonium sulphate; reacting the resulting guanine trimethylsilyl derivative, without being isolated, with a stoichiometric quantity of acyloxyethoxy methyl halide at a temperature of 50° to 100° C.; and hydrolyzing with a sodium acetate or sodium hydroxyde water solu...